From a dataset of the Open Reaction Database (ORD), a public repository of structured organic reaction records. describe an organic reaction: reactants, conditions, products, and yield Reactants: ClC1=NC=2C=CC=CC2C2=C1N=C(N2CCC2CCN(CC2)C(=O)OC(C)(C)C)C2=CC=CC=C2 (tert-butyl 4-[2-(4-chloro-2-phenyl-1H-imidazo[4,5-c]-quinolin-1-yl)ethyl]-1-piperidinecarboxylate), CNC (dimethylamine). Solvent: O (water). Conditions: temperature 80 celsius, time 2 hour. Product: CN(C1=NC=2C=CC=CC2C2=C1N=C(N2CCC2CCN(CC2)C(=O)OC(C)(C)C)C2=CC=CC=C2)C (tert-Butyl 4-[2-(4-dimethylamino-2-phenyl-1H-imidazo[4,5-c]quinolin-1-yl)-ethyl]-1-piperidinecarboxylate). As a reaction SMILES: Cl[C:2]1[C:11]2[N:12]=[C:13]([C:30]3[CH:35]=[CH:34][CH:33]=[CH:32][CH:31]=3)[N:14]([CH2:15][CH2:16][CH:17]3[CH2:22][CH2:21][N:20]([C:23]([O:25][C:26]([CH3:29])([CH3:28])[CH3:27])=[O:24])[CH2:19][CH2:18]3)[C:10]=2[C:9]2[CH:8]=[CH:7][CH:6]=[CH:5][C:4]=2[N:3]=1.[CH3:36][NH:37][CH3:38]>O>[CH3:36][N:37]([CH3:38])[C:2]1[C:11]2[N:12]=[C:13]([C:30]3[CH:35]=[CH:34][CH:33]=[CH:32][CH:31]=3)[N:14]([CH2:15][CH2:16][CH:17]3[CH2:22][CH2:21][N:20]([C:23]([O:25][C:26]([CH3:28])([CH3:29])[CH3:27])=[O:24])[CH2:19][CH2:18]3)[C:10]=2[C:9]2[CH:8]=[CH:7][CH:6]=[CH:5][C:4]=2[N:3]=1. Reported procedure: A mixture of 0.69 g of tert-butyl 4-[2-(4-chloro-2-phenyl-1H-imidazo[4,5-c]-quinolin-1-yl)ethyl]-1-piperidinecarboxylate and 7 ml of 50% aqueous dimethylamine solution was stirred in a sealed tube at 80° C. of outer temperature for 2 hours. The reaction solution was added with water and extracted with ethyl acetate. The extract was washed successively with water and saturated brine, and dried, and the solvent was evaporated. The residue was washed successively with isopropanol and diisopropyl et... Reactants: C\C=C\C(CCCCCCC(\C=C\C)O)O (tetradeca-2E,12E-diene-4,11-diol), C(C)(OC)(OC)OC (trimethyl orthoacetate), C\C=C\C(CCCCCCC(\C=C\C)O)O (tetradeca-2E,12E-diene-4,11-diol). The reagents and catalysts are C(C)(C)(C)CC(=O)O (t-butylacetic acid). Reaction conditions: temperature 80 celsius. Product: CC(CC(=O)OC)\C=C\CCCCCC\C=C\C(CC(=O)OC)C (dimethyl 3,14-dimethylhexadeca-4E,12E-diene-1,16-dioate). Yield: 75.1%. Reaction SMILES: [CH3:1]/[CH:2]=[CH:3]/[CH:4](O)[CH2:5][CH2:6][CH2:7][CH2:8][CH2:9][CH2:10][CH:11](O)/[CH:12]=[CH:13]/[CH3:14].[C:17]([O:23]C)([O:21][CH3:22])(OC)[CH3:18]>C(CC(O)=O)(C)(C)C>[CH3:1][CH:2](/[CH:3]=[CH:4]/[CH2:5][CH2:6][CH2:7][CH2:8][CH2:9][CH2:10]/[CH:11]=[CH:12]/[CH:13]([CH3:14])[CH2:18][C:17]([O:21][CH3:22])=[O:23])[CH2:18][C:17]([O:21][CH3:22])=[O:23]. Reported procedure: A mixture of tetradeca-2E,12E-diene-4,11-diol (5.0 g, 22.0 mmole), trimethyl orthoacetate (20 ml, 165 mmole), and t-butylacetic acid (0.1 g, 0.86 mmole) was heated to 120-140° C. for 3.0 hours with the slow distillation of the methanol formed during the reaction. The solution was cooled to 80° C. and the lower boiling materials were removed by vacuum distillation to afford dimethyl 3,14-dimethylhexadeca-4E,12E-diene-1,16-dioate (5.59 g, 75% yield) as an oil which was suitable for use in the subs... Reactants: C(C)OC=1C=C(N=NC1OCC)NN ((5,6-Diethoxy-pyridazin-3-yl)hydrazine), N#CBr (cyanogen bromide), C([O-])([O-])=O.[K+].[K+] (potassium carbonate), N#CBr (cyanogen bromide). Solvent: C(C)O (ethanol), O (water), O (water), C(C)O (ethanol), O (water). Reaction conditions: time 8 hour. The product is C(C)OC=1C(=CC=2N(N1)C(=NN2)N)OCC (6,7-Diethoxy-[1,2,4]triazolo[4,3-b]pyridazin-3-ylamine). The yield is 63.9%. Reaction SMILES: [CH2:1]([O:3][C:4]1[CH:5]=[C:6]([NH:13][NH2:14])[N:7]=[N:8][C:9]=1[O:10][CH2:11][CH3:12])[CH3:2].[N:15]#[C:16]Br.C(=O)([O-])[O-].[K+].[K+]>C(O)C.O>[CH2:11]([O:10][C:9]1[C:4]([O:3][CH2:1][CH3:2])=[CH:5][C:6]2[N:7]([C:16]([NH2:15])=[N:14][N:13]=2)[N:8]=1)[CH3:12] |f:2.3.4|. Procedure: (5,6-Diethoxy-pyridazin-3-yl)hydrazine (W3.120; 50 mg) was initially charged in a mixture of ethanol (3.5 ml) and water (0.75 ml) at RT while stirring. Thereafter, cyanogen bromide (55 mg, dissolved in 0.75 ml of ethanol and 0.15 ml of water) was cautiously added dropwise. After stirring for 7 h, the mixture was left to stand overnight. Thereafter, a further 2 equivalents of cyanogen bromide, dissolved in 0.75 ml of ethanol and 0.15 ml of water, were added and the mixture was stirred further at ... The reactants are OO (hydrogen peroxide), C([O-])([O-])=O.[Na+].[Na+] (sodium carbonate), B([O-])([O-])[O-].[Na+].[Na+].[Na+] (sodium borate). Yields the product C(=O)([O-])[O-].C(=O)([O-])[O-].OO.OO.OO.[Na+].[Na+].[Na+].[Na+] (sodium percarbonate), B(=O)O[O-].[Na+] (sodium perborate), ( 1 ). RXN SMILES: [C:1](=[O:4])([O-:3])[O-:2].[Na+:5].[Na+].[B:7]([O-:10])([O-])[O-:8].[Na+].[Na+].[Na+].[OH:14][OH:15]>>[C:1]([O-:4])([O-:3])=[O:2].[C:1]([O-:4])([O-:3])=[O:2].[OH:14][OH:15].[OH:14][OH:15].[OH:14][OH:15].[Na+:5].[Na+:5].[Na+:5].[Na+:5].[B:7]([O:10][O-:14])=[O:8].[Na+:5] |f:0.1.2,3.4.5.6,8.9.10.11.12.13.14.15.16,17.18|. Reported procedure: The anionic surface active agent can be added to either an aqueous solution of sodium carbonate or sodium borate, or to the aqueous hydrogen peroxide. Further, the order of mixing or addition is optional in this invention. More specifically, high specific volume sodium percarbonate or sodium perborate can be obtained in similar fashion (1) by adding the surface active agent to an aqueous solution of sodium carbonate or sodium borate and either (a) adding the resulting solution to aqueous hydroge... Reactants: COC(=O)c1cccn1[Si](C(C)C)(C(C)C)C(C)C, O=C1CCC(=O)N1I, C1CCOC1. The product is COC(=O)c1cc(I)cn1[Si](C(C)C)(C(C)C)C(C)C. Reaction SMILES: [CH3:9][O:10][C:11](=[O:12])[c:13]1[n:14]([Si:18]([CH:19]([CH3:20])[CH3:21])([CH:22]([CH3:23])[CH3:24])[CH:25]([CH3:26])[CH3:27])[cH:15][cH:16][cH:17]1.[I:1][N:2]1[C:3](=[O:4])[CH2:5][CH2:6][C:7]1=[O:8].[O:28]1[CH2:29][CH2:30][CH2:31][CH2:32]1>>[I:1][c:16]1[cH:15][n:14]([Si:18]([CH:19]([CH3:20])[CH3:21])([CH:22]([CH3:23])[CH3:24])[CH:25]([CH3:26])[CH3:27])[c:13]([C:11]([O:10][CH3:9])=[O:12])[cH:17]1. Reactants: C[C@@H]1C[C@@H]([C@@H]2[C@H](C[C@H]([C@@](O2)(C(=O)C(=O)N3CCCC[C@H]3C(=O)O[C@@H]([C@@H]([C@H](CC(=O)[C@@H](/C=C(/C1)\C)CC=C)O)C)/C(=C/[C@@H]4CC[C@H]([C@@H](C4)OC)O)/C)O)C)OC)OC (FR-900506), C(C)(=O)OC(C)=O (acetic anhydride). Solvent: ClCCl (dichloromethane). Reaction conditions: time 5 hour. Product: C(C)(=O)OC1C(CC(CC1)C=C(C)C1OC(C2CCCCN2C(C(C2(C(CC(C(C(CC(CC(=CC(C(CC(C1C)O)=O)CC=C)C)C)OC)O2)OC)C)O)=O)=O)=O)OC (12-[2-(4-acetoxy-3-methoxycyclohexyl)-1-methylvinyl]-17-allyl-1,14-dihydroxy-23,25-dimethoxy-13,19,21,27-tetramethyl-11,28-dioxa-4-azatricyclo[22.3.1.04,9 ]octacos-18-ene-2,3,10,16-tetraone). As a reaction SMILES: [CH3:1][C@H:2]1[CH2:33][C:32]([CH3:34])=[CH:31][C@@H:30]([CH2:35][CH:36]=[CH2:37])[C:28](=[O:29])[CH2:27][C@H:26]([OH:38])[C@@H:25]([CH3:39])[C@@H:24](/[C:40](/[CH3:51])=[CH:41]/[C@H:42]2[CH2:47][C@@H:46]([O:48][CH3:49])[C@H:45]([OH:50])[CH2:44][CH2:43]2)[O:23][C:21](=[O:22])[C@H:20]2[N:15]([CH2:16][CH2:17][CH2:18][CH2:19]2)[C:13](=[O:14])[C:11](=[O:12])[C@:9]2([OH:52])[O:10][C@@H:5]([C@@H:6]([O:54][CH3:55])[CH2:7][C@H:8]2[CH3:53])[C@@H:4]([O:56][CH3:57])[CH2:3]1.[C:58](OC(=O)C)(=[O:60])[CH3:59]>ClCCl>[C:58]([O:50][CH:45]1[CH2:44][CH2:43][CH:42]([CH:41]=[C:40]([CH:24]2[CH:25]([CH3:39])[CH:26]([OH:38])[CH2:27][C:28](=[O:29])[CH:30]([CH2:35][CH:36]=[CH2:37])[CH:31]=[C:32]([CH3:34])[CH2:33][CH:2]([CH3:1])[CH2:3][CH:4]([O:56][CH3:57])[CH:5]3[O:10][C:9]([OH:52])([CH:8]([CH3:53])[CH2:7][CH:6]3[O:54][CH3:55])[C:11](=[O:12])[C:13](=[O:14])[N:15]3[CH:20]([CH2:19][CH2:18][CH2:17][CH2:16]3)[C:21](=[O:22])[O:23]2)[CH3:51])[CH2:47][CH:46]1[O:48][CH3:49])(=[O:60])[CH3:59]. Procedure: To a solution of the FR-900506 substance (10.4 mg) in dichloromethane (0.2 ml) were added Dvridine (0.1 ml) and acetic anhydride (0.05 ml) at room temperature, and the mixture was stirred for 5 hours. The solvent was removed from the reaction mixture under reduced pressure. The residue was subjected to silica gel thin layer chromatography (developing solvent: diethyl ether and dichloromethane, 1:2 v/v) to give 12-[2-(4-acetoxy-3-methoxycyclohexyl)-1-methylvinyl]-17-allyl-1,14-dihydroxy-23,25-dim...